From a dataset of the Open Reaction Database (ORD), a public repository of structured organic reaction records. describe an organic reaction: reactants, conditions, products, and yield As a reaction SMILES: [CH2:1]([CH2:2][CH2:3][CH3:4])[O:5][c:6]1[c:7]([F:24])[c:8]2[c:16]([cH:17][cH:18]1)-[c:15]1[c:10]([c:11]([F:22])[cH:12][c:13]([CH2:19][CH2:20][CH3:21])[cH:14]1)[C:9]2=[O:23].[CH2:25]([SiH:26]([CH2:27][CH3:28])[CH2:29][CH3:30])[CH3:31].[OH2:32].[OH:33][C:34]([C:35]([F:36])([F:37])[F:38])=[O:39]>>[CH2:1]([CH2:2][CH2:3][CH3:4])[O:5][c:6]1[c:7]([F:24])[c:8]2[c:16]([cH:17][cH:18]1)-[c:15]1[c:10]([c:11]([F:22])[cH:12][c:13]([CH2:19][CH2:20][CH3:21])[cH:14]1)[CH2:9]2. Reactants: CCCCOc1ccc2c(c1F)C(=O)c1c(F)cc(CCC)cc1-2, CC[SiH](CC)CC, O, O=C(O)C(F)(F)F. Yields the product CCCCOc1ccc2c(c1F)Cc1c(F)cc(CCC)cc1-2. Reactants: BrC1=CC=C(C=C1)C1=CC(=NO1)C (5-(4-bromo-phenyl)-3-methyl-isoxazole), C(C)OC(=O)C1(CC1)C1=CC=C(C=C1)B1OC(C(O1)(C)C)(C)C (1-[4-(4,4,5,5-tetramethyl-[1,3,2]dioxaborolan-2-yl)-phenyl]-cyclopropanecarboxylic acid ethyl ester). Product: C(C)OC(=O)C1(CC1)C1=CC=C(C=C1)C1=CC=C(C=C1)C1=CC(=NO1)C (1-[4′-(3-Methyl-isoxazol-5-yl)-biphenyl-4-yl]-cyclopropanecarboxylic acid ethyl ester). Reaction SMILES: Br[C:2]1[CH:7]=[CH:6][C:5]([C:8]2[O:12][N:11]=[C:10]([CH3:13])[CH:9]=2)=[CH:4][CH:3]=1.[CH2:14]([O:16][C:17]([C:19]1([C:22]2[CH:27]=[CH:26][C:25](B3OC(C)(C)C(C)(C)O3)=[CH:24][CH:23]=2)[CH2:21][CH2:20]1)=[O:18])[CH3:15]>>[CH2:14]([O:16][C:17]([C:19]1([C:22]2[CH:27]=[CH:26][C:25]([C:2]3[CH:7]=[CH:6][C:5]([C:8]4[O:12][N:11]=[C:10]([CH3:13])[CH:9]=4)=[CH:4][CH:3]=3)=[CH:24][CH:23]=2)[CH2:20][CH2:21]1)=[O:18])[CH3:15]. Reported procedure: Prepared according to the procedure described in Example 2, using 5-(4-bromo-phenyl)-3-methyl-isoxazole and 1-[4-(4,4,5,5-tetramethyl-[1,3,2]dioxaborolan-2-yl)-phenyl]-cyclopropanecarboxylic acid ethyl ester. Starting materials: C, CO, [H][H], Cc1ccccc1C(C)N=[N+]=[N-], [Pd]. Product: Cc1ccccc1C(C)N. RXN SMILES: [C:17].[CH3:15][OH:16].[H:13][H:14].[N:1](=[N+:2]=[N-:3])[CH:4]([CH3:5])[c:6]1[c:7]([CH3:12])[cH:8][cH:9][cH:10][cH:11]1.[Pd:18]>>[NH2:1][CH:4]([CH3:5])[c:6]1[c:7]([CH3:12])[cH:8][cH:9][cH:10][cH:11]1. Starting materials: Cc1cc(C(=O)N(CC(C)C)CC(C)C)c(OCc2ccccc2)c(=O)n1CC(=O)OC(C)(C)C, CCO, [H][H]. Product: Cc1cc(C(=O)N(CC(C)C)CC(C)C)c(O)c(=O)n1CC(=O)OC(C)(C)C. As a reaction SMILES: [CH2:1]([c:2]1[cH:3][cH:4][cH:5][cH:6][cH:7]1)[O:8][c:9]1[c:10](=[O:35])[n:11]([CH2:27][C:28](=[O:29])[O:30][C:31]([CH3:32])([CH3:33])[CH3:34])[c:12]([CH3:26])[cH:13][c:14]1[C:15](=[O:16])[N:17]([CH2:18][CH:19]([CH3:20])[CH3:21])[CH2:22][CH:23]([CH3:24])[CH3:25].[CH3:38][CH2:39][OH:40].[H:36][H:37]>>[OH:8][c:9]1[c:10](=[O:35])[n:11]([CH2:27][C:28](=[O:29])[O:30][C:31]([CH3:32])([CH3:33])[CH3:34])[c:12]([CH3:26])[cH:13][c:14]1[C:15](=[O:16])[N:17]([CH2:18][CH:19]([CH3:20])[CH3:21])[CH2:22][CH:23]([CH3:24])[CH3:25]. Reactants: CCN(C(C)C)C(C)C, ClCc1nc2cccnc2s1, Oc1ccc(N2CCNCC2)cc1. The product is Oc1ccc(N2CCN(Cc3nc4cccnc4s3)CC2)cc1. As a reaction SMILES: [CH:25]([N:26]([CH2:27][CH3:28])[CH:29]([CH3:30])[CH3:31])([CH3:32])[CH3:33].[Cl:1][CH2:2][c:3]1[s:4][c:5]2[n:6][cH:7][cH:8][cH:9][c:10]2[n:11]1.[N:12]1([c:18]2[cH:19][cH:20][c:21]([OH:24])[cH:22][cH:23]2)[CH2:13][CH2:14][NH:15][CH2:16][CH2:17]1>>[CH2:2]([c:3]1[s:4][c:5]2[n:6][cH:7][cH:8][cH:9][c:10]2[n:11]1)[N:15]1[CH2:14][CH2:13][N:12]([c:18]2[cH:19][cH:20][c:21]([OH:24])[cH:22][cH:23]2)[CH2:17][CH2:16]1. Starting materials: Cl (HCl), [N+](=O)([O-])C1=CC=C(C=C1)C1=C(C=2N(C3=CC=CC=C3C2C(=C1)C(=O)[O-])CC1=CC=CC=C1)OC (4-nitrophenyl-9-benzyl-1-methoxy-9H-4-carbazolecarboxylate), ClC=1C=NC=C(C1N)Cl (3,5-dichloro-4-aminopyridine), [H-].[Na+] (sodium hydride). The solvent is CN(C)C=O (DMF). Run at time 8 hour. Product: ClC=1C=NC=C(C1NC(=O)C1=CC=C(C=2N(C3=CC=CC=C3C12)CC1=CC=CC=C1)OC)Cl (N4-(3,5-dichloro-4-pyridyl)-9-benzyl-1-methoxy-9H-4-carbazolecarboxamide). Yield: 57.7%. Reaction SMILES: [N+](C1C=CC([C:10]2[CH:22]=[C:21]([C:23]([O-])=[O:24])[C:20]3[C:19]4[C:14](=[CH:15][CH:16]=[CH:17][CH:18]=4)[N:13]([CH2:26][C:27]4[CH:32]=[CH:31][CH:30]=[CH:29][CH:28]=4)[C:12]=3[C:11]=2[O:33][CH3:34])=CC=1)([O-])=O.[Cl:35][C:36]1[CH:37]=[N:38][CH:39]=[C:40]([Cl:43])[C:41]=1[NH2:42].[H-].[Na+].Cl>CN(C=O)C>[Cl:35][C:36]1[CH:37]=[N:38][CH:39]=[C:40]([Cl:43])[C:41]=1[NH:42][C:23]([C:21]1[C:20]2[C:19]3[C:14](=[CH:15][CH:16]=[CH:17][CH:18]=3)[N:13]([CH2:26][C:27]3[CH:28]=[CH:29][CH:30]=[CH:31][CH:32]=3)[C:12]=2[C:11]([O:33][CH3:34])=[CH:10][CH:22]=1)=[O:24] |f:2.3|. Reported procedure: To a solution of 4-nitrophenyl-9-benzyl-1-methoxy-9H-4-carbazolecarboxylate (229 mg, 0.506 mmoles) and 3,5-dichloro-4-aminopyridine (82.53 mg, 0.506 mmoles) in dry DMF (10 ml), under N2 atmosphere, 60% sodium hydride (44.19 mg, 1.012 mmoles) was added at 25° C. and the reaction mixture was stirred overnight. The reaction mixture was poured into ice-cold water and neutralized with 1N HCl. The compound was extracted with chloroform (2×15ml), combined the organic layers and washed with water (3×15 ... Reactants: C(C)(=O)O.C(C)(=O)O.I(=O)C1=CC=CC=C1 (iodosobenzene diacetate), C(C)OC(CC(=O)C1CCCC1)=O (3-cyclopentyl-3-oxo-propionic acid ethyl ester), B(F)(F)F (BF3). The solvent is CO (MeOH). Run at time 8 hour. Product: COC(C(C(=O)C1CCCC1)OC)=O (3-Cyclopentyl-2-methoxy-3-oxo-propionic acid methyl ester), oil. Yield: 43.0%. As a reaction SMILES: [C:1](O)(=[O:3])C.C(O)(=O)C.I(C1C=CC=CC=1)=O.B(F)(F)F.[CH2:21]([O:23][C:24](=[O:33])[CH2:25][C:26]([CH:28]1[CH2:32][CH2:31][CH2:30][CH2:29]1)=[O:27])C>CO>[CH3:21][O:23][C:24](=[O:33])[CH:25]([O:3][CH3:1])[C:26]([CH:28]1[CH2:32][CH2:31][CH2:30][CH2:29]1)=[O:27] |f:0.1.2|. Procedure: The title compound was prepared using a method analogous to that described in Tetrahedron 1998, 44, 1603-1607: To a suspension of iodosobenzene diacetate (5.2 g, 16.3 mmol) in MeOH (40 mL) was added BF3.0Et2 (2.1 mL, 16.3 mmol). The resulting mixture was added to 3-cyclopentyl-3-oxo-propionic acid ethyl ester (3.0 g, 16.3 mmol) and stirred at rt overnight. The mixture was concentrated to half the total volume, quenched with satd. aq. NaHCO3, and extracted with CHCl3 (2×). The combined organic la... The reactants are O=C([O-])[O-], OCCc1c(Cc2ccccc2)ccnc1F, Cc1ccccc1, [Cs+], [Cs+], COc1ccc2c(I)ccnc2c1, CC(=O)[O-], CC(=O)[O-], O, [Pd+2]. Product: COc1ccc2c(OCCc3c(Cc4ccccc4)ccnc3F)ccnc2c1. As a reaction SMILES: [C:8](=[O:9])([O-:10])[O-:11].[CH2:27]([c:28]1[cH:29][cH:30][cH:31][cH:32][cH:33]1)[c:34]1[c:35]([CH2:41][CH2:42][OH:43])[c:36]([F:40])[n:37][cH:38][cH:39]1.[CH3:1][c:2]1[cH:3][cH:4][cH:5][cH:6][cH:7]1.[Cs+:12].[Cs+:13].[I:14][c:15]1[cH:16][cH:17][n:18][c:19]2[cH:20][c:21]([O:25][CH3:26])[cH:22][cH:23][c:24]12.[O-:45][C:46]([CH3:47])=[O:48].[O-:49][C:50]([CH3:51])=[O:52].[OH2:53].[Pd+2:44]>>[c:15]1([O:43][CH2:42][CH2:41][c:35]2[c:34]([CH2:27][c:28]3[cH:29][cH:30][cH:31][cH:32][cH:33]3)[cH:39][cH:38][n:37][c:36]2[F:40])[cH:16][cH:17][n:18][c:19]2[cH:20][c:21]([O:25][CH3:26])[cH:22][cH:23][c:24]12. The reactants are O (water), Cl (HCl), Cl.[NH+]1=CC=CC=C1 (pyridinium hydrochloride), CC1=COC2=C1C(=CC=C2C(=O)C=2SC=CC2)OC (3-methyl-4-methoxy-7-(2-thienoyl)benzofuran), Cl.[NH+]1=CC=CC=C1 (pyridinium hydrochloride). Solvent: N1=CC=CC2=CC=CC=C12 (quinoline). Conditions: time 1 hour. Product: CC1=COC2=C1C(=CC=C2C(=O)C=2SC=CC2)O (3-methyl-4-hydroxy-7-(2-thienoyl)benzofuran). Reaction SMILES: Cl.[NH+]1C=CC=CC=1.[CH3:8][C:9]1[C:13]2[C:14]([O:25]C)=[CH:15][CH:16]=[C:17]([C:18]([C:20]3[S:21][CH:22]=[CH:23][CH:24]=3)=[O:19])[C:12]=2[O:11][CH:10]=1.O.Cl>N1C2C(=CC=CC=2)C=CC=1>[CH3:8][C:9]1[C:13]2[C:14]([OH:25])=[CH:15][CH:16]=[C:17]([C:18]([C:20]3[S:21][CH:22]=[CH:23][CH:24]=3)=[O:19])[C:12]=2[O:11][CH:10]=1 |f:0.1|. Procedure: A solution of freshly prepared pyridinium hydrochloride (4.84 g, 41.9 mmol) and 3-methyl-4-methoxy-7-(2-thienoyl)benzofuran (2.30 g, 8.38 mmol) in quinoline (10 mL) was heated to reflux for 2.5 hours. The mixture was cooled, an additional portion of pyridinium hydrochloride added (2.42 g, 20.9 mmol) and reflux was resumed for one hour. After cooling the reaction mixture was poured into water (200 mL) and acidified with 2N HCl. The resulting mixture was extracted with chloroform (5×50 mL) and the... The reactants are COc1cc(O[Si](C)(C)C(C)(C)C(C)C)c2c(c1C)C(=O)OCC(CO)CCC(=S)NC(c1nc(C)no1)CSC2, CS(=O)(=O)Cl, c1ccncc1. The product is COc1cc(O[Si](C)(C)C(C)(C)C(C)C)c2c(c1C)C(=O)OCC(COS(C)(=O)=O)CCC(=S)NC(c1nc(C)no1)CSC2. As a reaction SMILES: [CH3:1][Si:2]([O:3][c:4]1[cH:5][c:6]([O:33][CH3:34])[c:7]([CH3:32])[c:8]2[c:21]1[CH2:20][S:19][CH2:18][CH:17]([c:22]1[n:23][c:24]([CH3:27])[n:25][o:26]1)[NH:16][C:15](=[S:28])[CH2:14][CH2:13][CH:12]([CH2:29][OH:30])[CH2:11][O:10][C:9]2=[O:31])([C:35]([CH:36]([CH3:37])[CH3:38])([CH3:39])[CH3:40])[CH3:41].[CH3:42][S:43]([Cl:44])(=[O:45])=[O:46].[cH:47]1[cH:48][cH:49][n:50][cH:51][cH:52]1>>[CH3:1][Si:2]([O:3][c:4]1[cH:5][c:6]([O:33][CH3:34])[c:7]([CH3:32])[c:8]2[c:21]1[CH2:20][S:19][CH2:18][CH:17]([c:22]1[n:23][c:24]([CH3:27])[n:25][o:26]1)[NH:16][C:15](=[S:28])[CH2:14][CH2:13][CH:12]([CH2:29][O:30][S:43]([CH3:42])(=[O:45])=[O:46])[CH2:11][O:10][C:9]2=[O:31])([C:35]([CH:36]([CH3:37])[CH3:38])([CH3:39])[CH3:40])[CH3:41].